The task is: describe an organic reaction: reactants, conditions, products, and yield. This data is from the Open Reaction Database (ORD), a public repository of structured organic reaction records. Starting materials: [BH4-], CCOC(=O)C(C)Oc1cc(NS(=O)(=O)c2ccc(C(=O)NC(C)(C)C)o2)nc(SCc2cccc(F)c2F)n1, C1CCOC1, Cl, [Li+]. Yields the product CC(CO)Oc1cc(NS(=O)(=O)c2ccc(C(=O)NC(C)(C)C)o2)nc(SCc2cccc(F)c2F)n1. RXN SMILES: [BH4-:41].[C:1]([CH3:2])([CH3:3])([CH3:4])[NH:5][C:6](=[O:7])[c:8]1[cH:9][cH:10][c:11]([S:13](=[O:14])(=[O:15])[NH:16][c:17]2[cH:18][c:19]([O:33][CH:34]([C:35](=[O:36])[O:37][CH2:38][CH3:39])[CH3:40])[n:20][c:21]([S:23][CH2:24][c:25]3[c:26]([F:32])[c:27]([F:31])[cH:28][cH:29][cH:30]3)[n:22]2)[o:12]1.[CH2:44]1[O:45][CH2:46][CH2:47][CH2:48]1.[ClH:43].[Li+:42]>>[C:1]([CH3:2])([CH3:3])([CH3:4])[NH:5][C:6](=[O:7])[c:8]1[cH:9][cH:10][c:11]([S:13](=[O:14])(=[O:15])[NH:16][c:17]2[cH:18][c:19]([O:33][CH:34]([CH2:35][OH:36])[CH3:40])[n:20][c:21]([S:23][CH2:24][c:25]3[c:26]([F:32])[c:27]([F:31])[cH:28][cH:29][cH:30]3)[n:22]2)[o:12]1. As a reaction SMILES: [CH:1]12[N:8]([C:9]3[CH:15]=[CH:14][C:12]([NH2:13])=[CH:11][CH:10]=3)[CH:5]([CH2:6][CH2:7]1)[CH2:4][CH2:3][CH2:2]2.[F:16]C1C=CC([N+]([O-])=O)=CC=1>>[CH:5]12[N:8]([C:9]3[CH:10]=[CH:11][C:12]([NH2:13])=[CH:14][C:15]=3[F:16])[CH:1]([CH2:7][CH2:6]1)[CH2:2][CH2:3][CH2:4]2. Product: C12CCCC(CC1)N2C2=C(C=C(C=C2)N)F (4-(8-Aza-bicyclo[3.2.1]oct-8-yl)-3-fluoro-phenylamine). Starting materials: C12CCCC(CC1)N2C2=CC=C(N)C=C2 (4-(8-azabicyclo[3.2.1]oct-8-yl)aniline), FC1=CC=C(C=C1)[N+](=O)[O-] (4-fluoronitrobenzene). Reported procedure: The title compound was prepared using the procedure as described for the preparation of the product of Example 6B, substituting 3,4-difluoronitrobenzene for 4-fluoronitrobenzene 1H NMR (300 MHz, CDCl3) δ 6.69 (m, 1H), 6.40 (m, 2H), 4.00 (brs, 2H), 3.42 (brs, 2H), 1.86-2.03 (m, 4H), 1.65-1.77 (m, 3H), 1.32-1.57 (m, 3H). Starting materials: FC1=CC=C(C=C1)C(=O)N=C=S (4-fluoro-1-benzenecarbonyl isothiocyanate), FC1=CC=C(C=C1)C(=O)Cl (4-fluoro-1-benzenecarbonyl chloride), COC=1C=C2C(=NC=NC2=CC1OC)OC1=CC=C(N)C=C1 (4-[(6,7-Dimethoxy-4-quinazolinyl)oxy]aniline). Run in C(C)O (ethanol), C(C)O (ethanol), C1(=CC=CC=C1)C (toluene). Reaction conditions: time 2 hour. Yields the product FC1=CC=C(C=C1)C(=O)N=C=S (4-Fluoro-1-benzenecarbonyl isothiocyanate), COC=1C=C2C(=NC=NC2=CC1OC)OC1=CC=C(C=C1)NC(=S)NC(C1=CC=C(C=C1)F)=O (N-{4-[(6,7-Dimethoxy-4-quinazolinyl)oxy]phenyl}-N′-(4-fluorobenzoyl)thiourea). The yield is 80.0%. As a reaction SMILES: FC1C=CC(C(Cl)=O)=CC=1.[CH3:11][O:12][C:13]1[CH:14]=[C:15]2[C:20](=[CH:21][C:22]=1[O:23][CH3:24])[N:19]=[CH:18][N:17]=[C:16]2[O:25][C:26]1[CH:32]=[CH:31][C:29]([NH2:30])=[CH:28][CH:27]=1.[F:33][C:34]1[CH:39]=[CH:38][C:37]([C:40]([N:42]=[C:43]=[S:44])=[O:41])=[CH:36][CH:35]=1>C1(C)C=CC=CC=1.C(O)C>[F:33][C:34]1[CH:35]=[CH:36][C:37]([C:40]([N:42]=[C:43]=[S:44])=[O:41])=[CH:38][CH:39]=1.[CH3:11][O:12][C:13]1[CH:14]=[C:15]2[C:20](=[CH:21][C:22]=1[O:23][CH3:24])[N:19]=[CH:18][N:17]=[C:16]2[O:25][C:26]1[CH:32]=[CH:31][C:29]([NH:30][C:43]([NH:42][C:40](=[O:41])[C:37]2[CH:38]=[CH:39][C:34]([F:33])=[CH:35][CH:36]=2)=[S:44])=[CH:28][CH:27]=1. Reported procedure: 4-Fluoro-1-benzenecarbonyl isothiocyanate was prepared using commercially available 4-fluoro-1-benzenecarbonyl chloride (80 mg) as a starting compound according to the description of the literature. 4-[(6,7-Dimethoxy-4-quinazolinyl)oxy]aniline (50 mg) was dissolved in toluene (5 ml) and ethanol (1 ml) to prepare a solution. A solution of 4-fluoro-1-benzenecarbonyl isothiocyanate in ethanol (1 ml) was then added to the solution, and the mixture was stirred at room temperature for 2 hr. The reacti... The product is Cc1cc(C(F)(F)F)n(C)c(=O)c1-c1ccc(CC(NC(=O)c2c(Cl)cccc2Cl)C(=O)O)cc1. As a reaction SMILES: [CH3:1][O:2][C:3]([CH:4]([NH:5][C:6](=[O:7])[c:8]1[c:9]([Cl:15])[cH:10][cH:11][cH:12][c:13]1[Cl:14])[CH2:16][c:17]1[cH:18][cH:19][c:20](-[c:23]2[c:24](=[O:35])[n:25]([CH3:34])[c:26]([C:30]([F:31])([F:32])[F:33])[cH:27][c:28]2[CH3:29])[cH:21][cH:22]1)=[O:36].[CH3:39][CH2:40][OH:41].[Na+:38].[OH-:37]>>[O:2]=[C:3]([CH:4]([NH:5][C:6](=[O:7])[c:8]1[c:9]([Cl:15])[cH:10][cH:11][cH:12][c:13]1[Cl:14])[CH2:16][c:17]1[cH:18][cH:19][c:20](-[c:23]2[c:24](=[O:35])[n:25]([CH3:34])[c:26]([C:30]([F:31])([F:32])[F:33])[cH:27][c:28]2[CH3:29])[cH:21][cH:22]1)[OH:36]. Starting materials: COC(=O)C(Cc1ccc(-c2c(C)cc(C(F)(F)F)n(C)c2=O)cc1)NC(=O)c1c(Cl)cccc1Cl, CCO, [Na+], [OH-]. The reactants are COCCCCc1c(C(=O)N(CC(C)C)C2CN(C(=O)OC(C)(C)C)CC(C)(C(=O)[O-])C2)nnn1-c1ccccc1C, CO, [Na+], [OH-]. Product: COCCCCc1c(C(=O)N(CC(C)C)C2CC(C(=O)O)CN(C(=O)OC(C)(C)C)C2)nnn1-c1ccccc1C. RXN SMILES: [CH3:1][C:2]1([C:40](=[O:41])[O-:42])[CH2:3][N:4]([C:33](=[O:34])[O:35][C:36]([CH3:37])([CH3:38])[CH3:39])[CH2:5][CH:6]([N:8]([CH2:9][CH:10]([CH3:11])[CH3:12])[C:13](=[O:14])[c:15]2[n:16][n:17][n:18](-[c:26]3[c:27]([CH3:32])[cH:28][cH:29][cH:30][cH:31]3)[c:19]2[CH2:20][CH2:21][CH2:22][CH2:23][O:24][CH3:25])[CH2:7]1.[CH3:45][OH:46].[Na+:44].[OH-:43]>>[CH:2]1([C:40](=[O:41])[OH:42])[CH2:3][N:4]([C:33](=[O:34])[O:35][C:36]([CH3:37])([CH3:38])[CH3:39])[CH2:5][CH:6]([N:8]([CH2:9][CH:10]([CH3:11])[CH3:12])[C:13](=[O:14])[c:15]2[n:16][n:17][n:18](-[c:26]3[c:27]([CH3:32])[cH:28][cH:29][cH:30][cH:31]3)[c:19]2[CH2:20][CH2:21][CH2:22][CH2:23][O:24][CH3:25])[CH2:7]1. Starting materials: [BH4-], CCO, ClCC1CC1, ClC(Cl)Cl, [K+], N#CSc1ccc(N)c([N+](=O)[O-])c1, [Na+], [OH-], O. Product: Nc1ccc(SCC2CC2)cc1[N+](=O)[O-]. RXN SMILES: [BH4-:14].[CH3:23][CH2:24][OH:25].[Cl:18][CH2:19][CH:20]1[CH2:21][CH2:22]1.[Cl:26][CH:27]([Cl:28])[Cl:29].[K+:17].[N+:1](=[O:2])([O-:3])[c:4]1[c:5]([NH2:6])[cH:7][cH:8][c:9]([S:11][C:12]#[N:13])[cH:10]1.[Na+:15].[OH-:16].[OH2:30]>>[N+:1](=[O:2])([O-:3])[c:4]1[c:5]([NH2:6])[cH:7][cH:8][c:9]([S:11][CH2:12][CH:20]2[CH2:21][CH2:22]2)[cH:10]1. Reaction SMILES: [CH3:15][CH2:16][OH:17].[N+:1]([O-:2])(=[O:3])[c:4]1[cH:5][cH:6][c:7]2[cH:8][c:9]([C:13]#[N:14])[nH:10][c:11]2[cH:12]1>>[NH2:1][c:4]1[cH:5][cH:6][c:7]2[cH:8][c:9]([C:13]#[N:14])[nH:10][c:11]2[cH:12]1. The reactants are CCO, N#Cc1cc2ccc([N+](=O)[O-])cc2[nH]1. The product is N#Cc1cc2ccc(N)cc2[nH]1. Reactants: solution, C(CCC)[Li] (butyl lithium), CCCCCC (hexane), CN(C=O)C (N,N-dimethylformamide), BrC=1C=C(C=CC1)CCOC1OCCCC1 (2-[2-(3-Bromo-phenyl)-ethoxy]-tetrahydro-pyran). Solvent: C1CCOC1 (THF), ClCCl (dichloromethane), O (Water). Run at time 30 minute. Product: O1C(CCCC1)OCCC=1C=C(C=O)C=CC1 (3-[2-(Tetrahydro-pyran-2-yloxy)-ethyl]-benzaldehyde). Reaction SMILES: Br[C:2]1[CH:3]=[C:4]([CH2:8][CH2:9][O:10][CH:11]2[CH2:16][CH2:15][CH2:14][CH2:13][O:12]2)[CH:5]=[CH:6][CH:7]=1.C([Li])CCC.CCCCCC.CN(C)[CH:30]=[O:31]>C1COCC1.ClCCl.O>[O:12]1[CH2:13][CH2:14][CH2:15][CH2:16][CH:11]1[O:10][CH2:9][CH2:8][C:4]1[CH:3]=[C:2]([CH:7]=[CH:6][CH:5]=1)[CH:30]=[O:31]. Reported procedure: 2.14 g (7.52 mmol) 2-[2-(3-Bromo-phenyl)-ethoxy]-tetrahydro-pyran in 9 ml dry THF were cooled to −78° C. and treated dropwise with 9.87 ml of 1.6M solution of butyl lithium in hexane (15.79 mmol). After stirring for 30 min, 2.31 g (31.58 mmol) N,N-dimethylformamide were added dropwise and stirring was continued for another 15 min at −78° C. The mixture was slowly warmed to room temperature and stirred for and another 60 min. Water and dichloromethane were added, the organic phase separated, and ...